This data is from the Open Reaction Database (ORD), a public repository of structured organic reaction records. The task is: describe an organic reaction: reactants, conditions, products, and yield Starting materials: Cl.Cl.N[C@@H](CC(=O)OCC)C=1C=NC=CC1 (ethyl 3-amino-3(S)-(3-pyridyl)propionate dihydrochloride), N1(CCNCC1)C1=CC=C2CCN(C(C2=C1)=O)CC(=O)NCCC(=O)O (N-{[7-(Piperazin-1-yl)-3,4-dihydro-1(1H)-isoquinolinone-2-yl]acetyl}-β-alanine). Solvent: CCOC(=O)C (EtOAc). Yields the product N1(CCNCC1)C1=CC=C2CCN(C(C2=C1)=O)CC(=O)N[C@@H](CC(=O)O)C=1C=NC=CC1 (N-{[7-(Piperazin-1-yl)-3,4-dihydro-1(1H)-isoquinolinone-2-yl]acetyl}-3(S)-(3-pyridyl)-β-alanine). RXN SMILES: Cl.Cl.[NH2:3][C@H:4]([C:11]1[CH:12]=[N:13][CH:14]=[CH:15][CH:16]=1)[CH2:5][C:6]([O:8]CC)=[O:7].[N:17]1([C:23]2[CH:32]=[C:31]3[C:26]([CH2:27][CH2:28][N:29]([CH2:34][C:35](NCCC(O)=O)=[O:36])[C:30]3=[O:33])=[CH:25][CH:24]=2)[CH2:22][CH2:21][NH:20][CH2:19][CH2:18]1>CCOC(C)=O>[N:17]1([C:23]2[CH:32]=[C:31]3[C:26]([CH2:27][CH2:28][N:29]([CH2:34][C:35]([NH:3][C@H:4]([C:11]4[CH:12]=[N:13][CH:14]=[CH:15][CH:16]=4)[CH2:5][C:6]([OH:8])=[O:7])=[O:36])[C:30]3=[O:33])=[CH:25][CH:24]=2)[CH2:22][CH2:21][NH:20][CH2:19][CH2:18]1 |f:0.1.2|. Procedure: Following the procedure described for 1-7, but substituting β-alanine ethyl ester hydrochloride (Aldrich) for ethyl 3-amino-3(S)-(3-pyridyl)propionate dihydrochloride, the title compound was prepared. Rf (silica, EtOAc)=0.3. ##STR37## N-{[7-(Piperazin-1-yl)-3,4-dihydro-1(1H)-isoquinolinone-2-yl]acetyl}-β-alanine (1-14) Reactants: [BH4-], COc1ccc2cccc(CCN3C(=O)c4ccccc4C3=O)c2c1, CC(=O)O, CC(C)O, [Na+], O. Yields the product COc1ccc2cccc(CCN)c2c1. RXN SMILES: [BH4-:26].[CH3:1][O:2][c:3]1[cH:4][cH:5][c:6]2[cH:7][cH:8][cH:9][c:10]([CH2:13][CH2:14][N:15]3[C:16](=[O:17])[c:18]4[c:19]([cH:20][cH:21][cH:22][cH:23]4)[C:24]3=[O:25])[c:11]2[cH:12]1.[CH3:28][C:29](=[O:30])[OH:31].[CH3:33][CH:34]([OH:35])[CH3:36].[Na+:27].[OH2:32]>>[CH3:1][O:2][c:3]1[cH:4][cH:5][c:6]2[cH:7][cH:8][cH:9][c:10]([CH2:13][CH2:14][NH2:15])[c:11]2[cH:12]1.